From a dataset of the Open Reaction Database (ORD), a public repository of structured organic reaction records. describe an organic reaction: reactants, conditions, products, and yield Starting materials: [H-].[Na+] (NaH), BrC(C(=O)OCC)C (ethyl 2-bromopropanoate), N1C=NC=C1 (imidazole). Run in C1CCOC1 (THF), C1CCOC1 (THF). The product is N1(C=NC=C1)C(C(=O)OCC)C (Ethyl 2-(1H-1-Imidazolyl)propanoate). Yield: 57.3%. RXN SMILES: [H-].[Na+].[NH:3]1[CH:7]=[CH:6][N:5]=[CH:4]1.Br[CH:9]([CH3:15])[C:10]([O:12][CH2:13][CH3:14])=[O:11]>C1COCC1>[N:3]1([CH:9]([CH3:15])[C:10]([O:12][CH2:13][CH3:14])=[O:11])[CH:7]=[CH:6][N:5]=[CH:4]1 |f:0.1|. Reported procedure: A suspension of 16.0 g (0.4 mol) of NaH.oil (60%) was washed with hexane to remove the oil and then resuspended in 400 mL of THF. This was then treated dropwise with a solution of 27.23 g (0.4 mol) of imidazole in 150 mL of THF and then refluxed for 1 hour. This was then treated dropwise with a solution of 72.4 g (0.4 mol) of ethyl 2-bromopropanoate in 100 mL of THF and the mixture heated at reflux for 2.5 hours. The mixture was filtered and the solvent removed under reduced pressure. The residu...